This data is from the Open Reaction Database (ORD), a public repository of structured organic reaction records. The task is: describe an organic reaction: reactants, conditions, products, and yield Starting materials: C1CCCC=2C=CC=3C=4N(C21)C2=C(C4CCC3)C=NC=C2 (1,2,3,4,8,9-hexahydropyrido[4',3':2,3]indolo[1,7-ab][1]benzazepine), ClCCl (dichloromethane), C1(CC1)C(=O)Cl (cyclopropanecarbonyl chloride). Solvent: C(C)N(CC)CC (triethylamine). Reaction conditions: time 8 hour. The product is C1(CC1)C(=O)C1CCC2=C(C=CC=3C=4N2C2=C(C4CCC3)C=NC=C2)C1 (3-(cyclopropylcarbonyl)-1,2,3,4,8,9-hexahydropyrido[4',3':2,3]indolo[1,7-ab][1]benzazepine). Reaction SMILES: [CH2:1]1[C:11]2[N:10]3[C:12]4[CH:21]=[CH:20][N:19]=[CH:18][C:13]=4[C:14]4[CH2:15][CH2:16][CH:17]=[C:8]([C:9]=43)[CH:7]=[CH:6][C:5]=2[CH2:4][CH2:3][CH2:2]1.ClCCl.[CH:25]1([C:28](Cl)=[O:29])[CH2:27][CH2:26]1>C(N(CC)CC)C>[CH:25]1([C:28]([CH:3]2[CH2:4][C:5]3[CH:6]=[CH:7][C:8]4[C:9]5[N:10]([C:12]6[CH:21]=[CH:20][N:19]=[CH:18][C:13]=6[C:14]=5[CH2:15][CH2:16][CH:17]=4)[C:11]=3[CH2:1][CH2:2]2)=[O:29])[CH2:27][CH2:26]1. Procedure: To a solution of 16.4 g of 1,2,3,4,8,9-hexahydropyrido[4',3':2,3]indolo[1,7-ab][1]benzazepine in 500 ml. of dichloromethane, 7.3 g. of cyclopropanecarbonyl chloride was added, followed by dropwise addition of 10 ml. of triethylamine. A mildly exothermic reaction took place, after which stirring of the mixture was continued at room temperature overnight. The mixture was then washed with 1N hydrochloric acid and water and dried over anhydrous sodium carbonate. On evaporation to dryness, crude 3-(c... Reactants: N1=C(C=CC=C1)N1N=CC(=C1C(F)(F)F)C1=NC(=NO1)C1=CC=C(C=O)C=C1 (4-(5-(1-(pyridin-2-yl)-5-(trifluoromethyl)-1H-pyrazol-4-yl)-1,2,4-oxadiazol-3-yl)benzaldehyde), N1CC(C1)C(=O)O (azetidine-3-carboxylic acid), C(#N)[BH3-].[Na+] (sodium cyanoborohydride). Solvent: C(C)O (ethanol), C(C)(=O)O (acetic acid), C(C)O (ethanol). Reaction conditions: temperature 0 celsius, time 8 hour. Yields the product N1=C(C=CC=C1)N1N=CC(=C1C(F)(F)F)C1=NC(=NO1)C1=CC=C(CN2CC(C2)C(=O)O)C=C1 (1-(4-(5-(1-(pyridin-2-yl)-5-(trifluoromethyl)-1H-pyrazol-4-yl)-1,2,4-oxadiazol-3-yl)benzyl)azetidine-3-carboxylic acid). The yield is 62.4%. RXN SMILES: [N:1]1[CH:6]=[CH:5][CH:4]=[CH:3][C:2]=1[N:7]1[C:11]([C:12]([F:15])([F:14])[F:13])=[C:10]([C:16]2[O:20][N:19]=[C:18]([C:21]3[CH:28]=[CH:27][C:24]([CH:25]=O)=[CH:23][CH:22]=3)[N:17]=2)[CH:9]=[N:8]1.[NH:29]1[CH2:32][CH:31]([C:33]([OH:35])=[O:34])[CH2:30]1.C([BH3-])#N.[Na+]>C(O)C.C(O)(=O)C>[N:1]1[CH:6]=[CH:5][CH:4]=[CH:3][C:2]=1[N:7]1[C:11]([C:12]([F:15])([F:13])[F:14])=[C:10]([C:16]2[O:20][N:19]=[C:18]([C:21]3[CH:22]=[CH:23][C:24]([CH2:25][N:29]4[CH2:32][CH:31]([C:33]([OH:35])=[O:34])[CH2:30]4)=[CH:27][CH:28]=3)[N:17]=2)[CH:9]=[N:8]1 |f:2.3|. Procedure: A solution of 4-(5-(1-(pyridin-2-yl)-5-(trifluoromethyl)-1H-pyrazol-4-yl)-1,2,4-oxadiazol-3-yl)benzaldehyde (21 g, 54.5 mmol) and azetidine-3-carboxylic acid (6.61 g, 65.4 mmol) in ethanol (750 mL) and acetic acid (20 mL) was stirred at RT for 30 min. The reaction was cooled to 0° C. and a solution of sodium cyanoborohydride (caution: potential source of cyanide generation) (1.17 g, 27.3 mmol) in ethanol was added slowly. The reaction was warmed to RT and stirred overnight. The reaction mixture ... Reactants: NC=1C(=C(C(=O)O)C(=C(C1I)C(NCC(C(C(C(COC(C)=O)OC(C)=O)OC(C)=O)OC(C)=O)OC(C)=O)=O)I)I (3-amino-5-(2,3,4,5,6-pentaacetoxyhexylcarbamoyl)-2,4,6-triiodobenzoic acid), S(=O)(Cl)Cl (thionyl chloride), C([O-])(O)=O.[Na+] (sodium bicarbonate). The solvent is C(C)(=O)OCC (ethyl acetate), O (water). Reaction conditions: time 1.5 hour. Product: NC=1C(=C(C(=O)Cl)C(=C(C1I)C(NCC(C(C(C(COC(C)=O)OC(C)=O)OC(C)=O)OC(C)=O)OC(C)=O)=O)I)I (3-Amino-5-(2,3,4,5,6-pentaacetoxyhexylcarbamoyl)-2,4,6-triiodobenzoic acid chloride). As a reaction SMILES: [NH2:1][C:2]1[C:3]([I:42])=[C:4]([C:8]([I:41])=[C:9]([C:12](=[O:40])[NH:13][CH2:14][CH:15]([O:36][C:37](=[O:39])[CH3:38])[CH:16]([O:32][C:33](=[O:35])[CH3:34])[CH:17]([O:28][C:29](=[O:31])[CH3:30])[CH:18]([O:24][C:25](=[O:27])[CH3:26])[CH2:19][O:20][C:21](=[O:23])[CH3:22])[C:10]=1[I:11])[C:5](O)=[O:6].S(Cl)([Cl:45])=O.C(=O)(O)[O-].[Na+]>C(OCC)(=O)C.O>[NH2:1][C:2]1[C:3]([I:42])=[C:4]([C:8]([I:41])=[C:9]([C:12](=[O:40])[NH:13][CH2:14][CH:15]([O:36][C:37](=[O:39])[CH3:38])[CH:16]([O:32][C:33](=[O:35])[CH3:34])[CH:17]([O:28][C:29](=[O:31])[CH3:30])[CH:18]([O:24][C:25](=[O:27])[CH3:26])[CH2:19][O:20][C:21](=[O:23])[CH3:22])[C:10]=1[I:11])[C:5]([Cl:45])=[O:6] |f:2.3|. Reported procedure: 15.5 g (16.4 mmol) of 3-amino-5-(2,3,4,5,6-pentaacetoxyhexylcarbamoyl)-2,4,6-triiodobenzoic acid [Example 18a)] is suspended in 80 ml of ethyl acetate and refluxed with 1.9 ml (24.6 mmol) of thionyl chloride for 5 hours. The reaction mixture is added to 30 g of sodium bicarbonate in 300 ml of water and stirred vigorously for 1.5 hours. Then, the phases are separated and the organic phase is dried on sodium sulfate, filtered, and the solution is concentrated by evaporation. The oily reaction prod...